describe an organic reaction: reactants, conditions, products, and yield From a dataset of the Open Reaction Database (ORD), a public repository of structured organic reaction records. The reactants are BrC1=NC=CC(=C1)CN(S(=O)(=O)C1=C(C=CC=C1)Cl)CC(C)C (N-(2-bromo-pyridin-4-ylmethyl)-2-chloro-N-isobutyl-benzenesulfonamide), CS(=O)(=O)C=1C=C(C=CC1)B(O)O ((3-methylsulfonylphenyl)-boronic acid), C(=O)([O-])[O-].[Na+].[Na+] (Na2CO3). The reagents and catalysts are C1=CC=C(C=C1)P([C-]2C=CC=C2)C3=CC=CC=C3.C1=CC=C(C=C1)P([C-]2C=CC=C2)C3=CC=CC=C3.Cl[Pd]Cl.[Fe+2].ClCCl (dichloro[1,1′-bis(diphenylphosphino)ferrocene]palladium dichloromethane). The solvent is O1CCOCC1.O (dioxane water). The product is ClC1=C(C=CC=C1)S(=O)(=O)N(CC1=CC(=NC=C1)C1=CC(=CC=C1)S(=O)(=O)C)CC(C)C (2-chloro-N-isobutyl-N-[2-(3-methanesulfonyl-phenyl)-pyridin-4-ylmethyl]-benzenesulfonamide). Reaction SMILES: Br[C:2]1[CH:7]=[C:6]([CH2:8][N:9]([CH2:20][CH:21]([CH3:23])[CH3:22])[S:10]([C:13]2[CH:18]=[CH:17][CH:16]=[CH:15][C:14]=2[Cl:19])(=[O:12])=[O:11])[CH:5]=[CH:4][N:3]=1.[CH3:24][S:25]([C:28]1[CH:29]=[C:30](B(O)O)[CH:31]=[CH:32][CH:33]=1)(=[O:27])=[O:26].C([O-])([O-])=O.[Na+].[Na+]>O1CCOCC1.O.C1C=CC(P(C2C=CC=CC=2)[C-]2C=CC=C2)=CC=1.C1C=CC(P(C2C=CC=CC=2)[C-]2C=CC=C2)=CC=1.Cl[Pd]Cl.[Fe+2].ClCCl>[Cl:19][C:14]1[CH:15]=[CH:16][CH:17]=[CH:18][C:13]=1[S:10]([N:9]([CH2:20][CH:21]([CH3:23])[CH3:22])[CH2:8][C:6]1[CH:5]=[CH:4][N:3]=[C:2]([C:32]2[CH:31]=[CH:30][CH:29]=[C:28]([S:25]([CH3:24])(=[O:27])=[O:26])[CH:33]=2)[CH:7]=1)(=[O:12])=[O:11] |f:2.3.4,5.6,7.8.9.10.11|. Reported procedure: In analogy to example 1, step 3, N-(2-bromo-pyridin-4-ylmethyl)-2-chloro-N-isobutyl-benzenesulfonamide was reacted with (3-methylsulfonylphenyl)-boronic acid, Na2CO3 and dichloro[1,1′-bis(diphenylphosphino)ferrocene]palladium dichloromethane adduct in dioxane/water to give 2-chloro-N-isobutyl-N-[2-(3-methanesulfonyl-phenyl)-pyridin-4-ylmethyl]-benzenesulfonamide as a colorless solid. MS: 492.9 ([M+H]+) The reactants are NC(=O)C1(C(=O)O)CC1, CCOC(C)=O, CCN(C(C)C)C(C)C, Cc1cc(Nc2nccc(C(F)(F)F)n2)cc(-c2cnc(C(N)(C3CC3)C3CC3)s2)c1, CN(C)C=O. Yields the product Cc1cc(Nc2nccc(C(F)(F)F)n2)cc(-c2cnc(C(NC(=O)C3(C(N)=O)CC3)(C3CC3)C3CC3)s2)c1. RXN SMILES: [C:1]([NH2:2])(=[O:3])[C:4]1([C:7](=[O:8])[OH:9])[CH2:5][CH2:6]1.[CH3:55][CH2:56][O:57][C:58](=[O:59])[CH3:60].[CH:41]([N:42]([CH2:43][CH3:44])[CH:45]([CH3:46])[CH3:47])([CH3:48])[CH3:49].[NH2:10][C:11]([c:12]1[s:13][c:14](-[c:17]2[cH:18][c:19]([NH:24][c:25]3[n:26][cH:27][cH:28][c:29]([C:31]([F:32])([F:33])[F:34])[n:30]3)[cH:20][c:21]([CH3:23])[cH:22]2)[cH:15][n:16]1)([CH:35]1[CH2:36][CH2:37]1)[CH:38]1[CH2:39][CH2:40]1.[O:50]=[CH:51][N:52]([CH3:53])[CH3:54]>>[C:1]([NH2:2])(=[O:3])[C:4]1([C:7](=[O:9])[NH:10][C:11]([c:12]2[s:13][c:14](-[c:17]3[cH:18][c:19]([NH:24][c:25]4[n:26][cH:27][cH:28][c:29]([C:31]([F:32])([F:33])[F:34])[n:30]4)[cH:20][c:21]([CH3:23])[cH:22]3)[cH:15][n:16]2)([CH:35]2[CH2:36][CH2:37]2)[CH:38]2[CH2:39][CH2:40]2)[CH2:5][CH2:6]1. Reactants: C(C)(=O)N(CC(=O)OC(C)(C)C)C1=CC=C(C=CC(=O)NCC(=O)N(C)C=2C(=C(COC=3C=CC=C4C=CC(=NC34)C)C(=CC2)Cl)Cl)C=C1 (8-[3-[N-[4-(N-acetyl-N-tert-butoxycarbonylmethylamino)cinnamoylglycyl]-N-methylamino]-2,6-dichlorobenzyloxy]-2-methylquinoline), FC(C(=O)O)(F)F (trifluoroacetic acid), FC(C(=O)O)(F)F (trifluoroacetic acid). Run in ClCCl (dichloromethane). Run at time 1 hour. Product: C(C)(=O)N(CC(=O)O)C1=CC=C(C=CC(=O)NCC(=O)N(C)C=2C(=C(COC=3C=CC=C4C=CC(=NC34)C)C(=CC2)Cl)Cl)C=C1 (8-[3-[N-[4-(N-acetyl-N-carboxymethylamino)cinnamoylglycyl]-N-methylamino]-2,6-dichlorobenzyloxy]-2-methylquinoline). Isolated yield 94.2%. Reaction SMILES: [C:1]([N:4]([C:13]1[CH:49]=[CH:48][C:16]([CH:17]=[CH:18][C:19]([NH:21][CH2:22][C:23]([N:25]([C:27]2[C:28]([Cl:47])=[C:29]([C:43]([Cl:46])=[CH:44][CH:45]=2)[CH2:30][O:31][C:32]2[CH:33]=[CH:34][CH:35]=[C:36]3[C:41]=2[N:40]=[C:39]([CH3:42])[CH:38]=[CH:37]3)[CH3:26])=[O:24])=[O:20])=[CH:15][CH:14]=1)[CH2:5][C:6]([O:8]C(C)(C)C)=[O:7])(=[O:3])[CH3:2].FC(F)(F)C(O)=O>ClCCl>[C:1]([N:4]([C:13]1[CH:14]=[CH:15][C:16]([CH:17]=[CH:18][C:19]([NH:21][CH2:22][C:23]([N:25]([C:27]2[C:28]([Cl:47])=[C:29]([C:43]([Cl:46])=[CH:44][CH:45]=2)[CH2:30][O:31][C:32]2[CH:33]=[CH:34][CH:35]=[C:36]3[C:41]=2[N:40]=[C:39]([CH3:42])[CH:38]=[CH:37]3)[CH3:26])=[O:24])=[O:20])=[CH:48][CH:49]=1)[CH2:5][C:6]([OH:8])=[O:7])(=[O:3])[CH3:2]. Procedure details: To a solution of 8-[3-[N-[4-(N-acetyl-N-tert-butoxycarbonylmethylamino)cinnamoylglycyl]-N-methylamino]-2,6-dichlorobenzyloxy]-2-methylquinoline (143 mg) in dichloromethane (1.4 ml) was added trifluoroacetic acid (0.05 ml) at ambient temperature and the mixture was stirred at the same temperature. After 1 hour, to the solution was added trifluoroacetic acid (1 ml). After 5 hours the solvent was removed in vacuo to give 8-[3-[N-[4-(N-acetyl-N-carboxymethylamino)cinnamoylglycyl]-N-methylamino]-2,6-... The reactants are aqueous solution, [OH-].[K+] (potassium hydroxide), NC1=NC(=C(C(=N1)N[C@H](CCO)CCCC)CC1=C(C=C(C=C1)CC#N)F)C ((S)-2-(4-((2-Amino-4-(1-hydroxyheptan-3-ylamino)-6-methylpyrimidin-5-yl)methyl)-3-fluorophenyl)acetonitrile), CO (MeOH). Run at temperature 70 celsius. The product is NC1=NC(=C(C(=N1)N[C@H](CCO)CCCC)CC1=C(C=C(C=C1)CC(=O)O)F)C ((S)-2-(4-((2-Amino-4-(1-hydroxyheptan-3-ylamino)-6-methylpyrimidin-5-yl)methyl)-3-fluorophenyl)acetic acid). Reaction SMILES: [OH-:1].[K+].[NH2:3][C:4]1[N:9]=[C:8]([NH:10][C@@H:11]([CH2:15][CH2:16][CH2:17][CH3:18])[CH2:12][CH2:13][OH:14])[C:7]([CH2:19][C:20]2[CH:25]=[CH:24][C:23]([CH2:26][C:27]#N)=[CH:22][C:21]=2[F:29])=[C:6]([CH3:30])[N:5]=1.C[OH:32]>>[NH2:3][C:4]1[N:9]=[C:8]([NH:10][C@@H:11]([CH2:15][CH2:16][CH2:17][CH3:18])[CH2:12][CH2:13][OH:14])[C:7]([CH2:19][C:20]2[CH:25]=[CH:24][C:23]([CH2:26][C:27]([OH:32])=[O:1])=[CH:22][C:21]=2[F:29])=[C:6]([CH3:30])[N:5]=1 |f:0.1|. Procedure: A 5M aqueous solution of potassium hydroxide (0.58 mL) was added to a stirred solution of the product from step (iv) (0.11 g) in MeOH (1.5 mL). The mixture was heated at 70° C. for 15 h. The solvent was evaporated under reduced pressure and the aqueous residue was adjusted to pH ˜7 with concentrated HCl. The aqueous was extracted with EtOAc and the combined organic phase was dried, filtered and evaporated to the subtitle compound, 0.102 g. The solvent is C(C)O (ethanol). Reported procedure: 350 mg of 2-(3-methoxy-6-pyridin-4-yl-pyridazin-4-yl)-3-(1-methyl-1H-pyrazol-4-yl)-1H-indole-5-carboxylic acid ethyl ester is dissolved in 4 ml ethanol and 4 ml aqueous 2N NaOH and heated by microwave irradiation for 10 min at 150° C. The solution is neutralized with aqueous HCl and the product is purified by preparative RP-HPLC eluting with a gradient of 0-100% acetonitrile in water (+0.01% trifluoroacetic acid). Yield 39 mg. LC-MS (ES+) 413 (M+H)+. The reactants are [OH-].[Na+] (NaOH), C(C)OC(=O)C=1C=C2C(=C(NC2=CC1)C1=C(N=NC(=C1)C1=CC=NC=C1)OC)C=1C=NN(C1)C (2-(3-methoxy-6-pyridin-4-yl-pyridazin-4-yl)-3-(1-methyl-1H-pyrazol-4-yl)-1H-indole-5-carboxylic acid ethyl ester), Cl (HCl). The product is CN1N=CC(=C1)C1=C(NC2=CC=C(C=C12)C(=O)O)C=1C(NN=C(C1)C1=CC=NC=C1)=O (3-(1-Methyl-1H-pyrazol-4-yl)-2-(3-oxo-6-pyridin-4-yl-2,3-dihydro-pyridazin-4-yl)-1H-indole-5-carboxylic acid). As a reaction SMILES: C([O:3][C:4]([C:6]1[CH:7]=[C:8]2[C:12](=[CH:13][CH:14]=1)[NH:11][C:10]([C:15]1[CH:20]=[C:19]([C:21]3[CH:26]=[CH:25][N:24]=[CH:23][CH:22]=3)[N:18]=[N:17][C:16]=1[O:27]C)=[C:9]2[C:29]1[CH:30]=[N:31][N:32]([CH3:34])[CH:33]=1)=[O:5])C.[OH-].[Na+].Cl>C(O)C>[CH3:34][N:32]1[CH:33]=[C:29]([C:9]2[C:8]3[C:12](=[CH:13][CH:14]=[C:6]([C:4]([OH:5])=[O:3])[CH:7]=3)[NH:11][C:10]=2[C:15]2[C:16](=[O:27])[NH:17][N:18]=[C:19]([C:21]3[CH:22]=[CH:23][N:24]=[CH:25][CH:26]=3)[CH:20]=2)[CH:30]=[N:31]1 |f:1.2|. Reactants: CC(C)(C)OC(=O)NCC(Nc1nccc(-c2n[nH]c3nc(NCCN4CCOCC4)ncc23)n1)c1ccsc1, CCO, Cl. Product: NCC(Nc1nccc(-c2n[nH]c3nc(NCCN4CCOCC4)ncc23)n1)c1ccsc1. Reaction SMILES: [C:1]([O:2][C:3](=[O:4])[NH:7][CH2:8][CH:9]([c:10]1[cH:11][s:12][cH:13][cH:14]1)[NH:15][c:16]1[n:17][cH:18][cH:19][c:20](-[c:22]2[n:23][nH:24][c:25]3[n:26][c:27]([NH:31][CH2:32][CH2:33][N:34]4[CH2:35][CH2:36][O:37][CH2:38][CH2:39]4)[n:28][cH:29][c:30]23)[n:21]1)([CH3:5])([CH3:6])[CH3:40].[CH3:42][CH2:43][OH:44].[ClH:41]>>[NH2:7][CH2:8][CH:9]([c:10]1[cH:11][s:12][cH:13][cH:14]1)[NH:15][c:16]1[n:17][cH:18][cH:19][c:20](-[c:22]2[n:23][nH:24][c:25]3[n:26][c:27]([NH:31][CH2:32][CH2:33][N:34]4[CH2:35][CH2:36][O:37][CH2:38][CH2:39]4)[n:28][cH:29][c:30]23)[n:21]1. Reactants: CC1=C(O)C=CC(=C1)O (methylhydroquinone), CC=1C(=C(C(=C(O)C1)C)C)O (trimethylhydroquinone), CC1=C(O)C=CC(=C1)O (methylhydroquinone), CC=1C(=C(O)C=CC1O)C (dimethylhydroquinone). The reagents and catalysts are [O-2].[O-2].[Mn+4] (manganese dioxide). Run in CO (methanol). Run at time 2 hour. Yields the product CC1=C(C(=C(C(=C1O)C)C)O)C (tetramethylhydroquinone). RXN SMILES: [CH3:1]C1C=C(O)C=CC=1O.CC1C(C)=C(C=CC=1O)O.[CH3:20][C:21]1[C:22]([OH:30])=[C:23]([CH3:29])[C:24]([CH3:28])=[C:25]([CH:27]=1)[OH:26]>[O-2].[O-2].[Mn+4].CO>[CH3:20][C:21]1[C:22]([OH:30])=[C:23]([CH3:29])[C:24]([CH3:28])=[C:25]([OH:26])[C:27]=1[CH3:1] |f:3.4.5|. Reported procedure: Into an autoclave (inner volume: 9 ml, made of SUS 316, equipped with a manometer) were charged 0.111 g of methylhydroquinone, 3.463 g of methanol and 4.6 mg of manganese dioxide (manufactured by High Purity Chemicals Co.). The reaction was started by elevating the temperature up to 350° C. with sand bath. The pressure during the reaction was 16 MPa. After 2 hours, the autoclave was quickly cooled and the reaction solution was taken out from the autoclave when the temperature was cooled back to ...